This data is from the Open Reaction Database (ORD), a public repository of structured organic reaction records. The task is: describe an organic reaction: reactants, conditions, products, and yield Conditions: time 1 hour. Yield: 93.9%. Product: OC=1C=C(C(=O)O)C=C(C1O)[N+](=O)[O-] (3,4-Dihydroxy-5-nitrobenzoic Acid). The solvent is O (water), CS(=O)C.O (DMSO H2O). Procedure details: A solution of sodium chlorite (47.6 g, 526 mmol) in water (350 mL) was added drop wise to a solution of 3,4-dihydroxy-5-nitrobenzaldehyde (68.8 g, 376 mmol) and sodium dihydrogen phosphate (45.1 g, 376 mmol) in DMSO/H2O mixture (375 mL/150 mL) at room temperature for 1.5 h. The reaction mixture was stirred at room temperature for 1 h and poured into a separatory funnel containing a 5% solution NaHCO3 (500 mL). The product was extracted with dichloromethane (3×100 mL). The water layer was acidifi... Reactants: solution, C(=O)(O)[O-].[Na+] (NaHCO3), Cl(=O)[O-].[Na+] (sodium chlorite), OC=1C=C(C=O)C=C(C1O)[N+](=O)[O-] (3,4-dihydroxy-5-nitrobenzaldehyde), P(=O)(O)(O)[O-].[Na+] (sodium dihydrogen phosphate). Reaction SMILES: Cl([O-])=O.[Na+].[OH:5][C:6]1[CH:7]=[C:8]([CH:11]=[C:12]([N+:15]([O-:17])=[O:16])[C:13]=1[OH:14])[CH:9]=[O:10].P([O-])(O)(O)=[O:19].[Na+].C([O-])(O)=O.[Na+]>O.CS(C)=O.O>[OH:5][C:6]1[CH:7]=[C:8]([CH:11]=[C:12]([N+:15]([O-:17])=[O:16])[C:13]=1[OH:14])[C:9]([OH:19])=[O:10] |f:0.1,3.4,5.6,8.9|.